describe an organic reaction: reactants, conditions, products, and yield From a dataset of the Open Reaction Database (ORD), a public repository of structured organic reaction records. The reactants are O=C(O)C1CCCCC1, [Cl-], CCOC(=N)N1Cc2ccccc2-c2ccccc2C1. The product is CCOC(=NC(=O)C1CCCCC1)N1Cc2ccccc2-c2ccccc2C1. RXN SMILES: [CH:22]1([C:28](=[O:29])[OH:30])[CH2:23][CH2:24][CH2:25][CH2:26][CH2:27]1.[Cl-:21].[cH:1]1[cH:2][cH:3][cH:4][c:5]2[c:11]1-[c:10]1[c:9]([cH:15][cH:14][cH:13][cH:12]1)[CH2:8][N:7]([C:16]([O:17][CH2:18][CH3:19])=[NH:20])[CH2:6]2>>[cH:1]1[cH:2][cH:3][cH:4][c:5]2[c:11]1-[c:10]1[c:9]([cH:15][cH:14][cH:13][cH:12]1)[CH2:8][N:7]([C:16]([O:17][CH2:18][CH3:19])=[N:20][C:28]([CH:22]1[CH2:23][CH2:24][CH2:25][CH2:26][CH2:27]1)=[O:29])[CH2:6]2.